Dataset: the Open Reaction Database (ORD), a public repository of structured organic reaction records. Task: describe an organic reaction: reactants, conditions, products, and yield Starting materials: OC1=CC=C(OC(C(=O)OC)(CC)C)C=C1 (methyl 2-(4-hydroxyphenoxy)-2-methylbutanoate), C([O-])([O-])=O.[Cs+].[Cs+] (cesium carbonate), O (water), BrCCCOCC1=CC=CC=C1 (benzyl 3-bromopropyl ether). Reagents/catalysts: [Pd] (Pd/C). Solvent: CN(C)C=O (DMF), CO (MeOH). Run at temperature 45 celsius, time 24 hour. Product: OCCCOC1=CC=C(OC(C(=O)OC)(CC)C)C=C1 (methyl 2-(4-(3-hydroxypropoxy)phenoxy)-2-methylbutanoate). The yield is 98.9%. As a reaction SMILES: [OH:1][C:2]1[CH:16]=[CH:15][C:5]([O:6][C:7]([CH3:14])([CH2:12][CH3:13])[C:8]([O:10][CH3:11])=[O:9])=[CH:4][CH:3]=1.C(=O)([O-])[O-].[Cs+].[Cs+].Br[CH2:24][CH2:25][CH2:26][O:27]CC1C=CC=CC=1.O>CN(C=O)C.CO.[Pd]>[OH:27][CH2:26][CH2:25][CH2:24][O:1][C:2]1[CH:3]=[CH:4][C:5]([O:6][C:7]([CH3:14])([CH2:12][CH3:13])[C:8]([O:10][CH3:11])=[O:9])=[CH:15][CH:16]=1 |f:1.2.3|. Procedure details: To a solution of methyl 2-(4-hydroxyphenoxy)-2-methylbutanoate (5 g, 22.32 mmol) in 30 mL DMF was added cesium carbonate (8.7 g, 26.7 mmol) followed by benzyl 3-bromopropyl ether (7.7 g, 33.6 mmol). The solution was stirred at 45° C. for 24 hr, cooled and poured over water. Extraction with AcOEt followed by washing the extracts with water, drying over anhydrous Na2SO4 and concentrating under reduced pressure gave the crude residue. Purification over silica gel using AcOEt/hexanes furnished the d... The reactants are C[C@H]1N(C[C@@H](NC1)C)[C@@H](C1=CC(=CC=C1)O[Si](C)(C)C(C)(C)C)C1=CC=C(C(=O)[O-])C=C1.[Li+] (lithium 4-((αR*)-α-((2R*,5S*)-2,5-dimethyl-1-piperazinyl)-3-tert-butyldimethylsiloxybenzyl)benzoate), C(C=C)N1C[C@H](N(C[C@@H]1C)[C@H](C1=CC=C(C=C1)Cl)C=1C=C(C=CC1)O)C ((±)-3-((αR*)-α-((2R*,5S*)-4-Allyl-2,5-dimethyl-1-piperazinyl)-4-chlorobenzyl)phenol), Cl (hydrochloric acid). Solvent: O1CCCC1 (tetrahydrofuran). Yields the product C(C=C)N1C[C@H](N(C[C@@H]1C)[C@@H](C1=CC(=CC=C1)O)C1=CC=C(C(=O)O)C=C1)C ((±)-4-((αR*)-α-((2R*,5S*)-4-allyl-2,5-dimethyl-1-piperazinyl)-3-hydroxybenzyl)benzoic acid). Isolated yield 30.0%. As a reaction SMILES: [CH3:1][C@@H:2]1[CH2:7][NH:6][C@@H:5]([CH3:8])[CH2:4][N:3]1[C@H:9]([C:24]1[CH:32]=[CH:31][C:27]([C:28]([O-:30])=[O:29])=[CH:26][CH:25]=1)[C:10]1[CH:15]=[CH:14][CH:13]=[C:12]([O:16][Si](C(C)(C)C)(C)C)[CH:11]=1.[Li+].[CH2:34](N1[C@@H](C)CN([C@@H](C2C=C(O)C=CC=2)C2C=CC(Cl)=CC=2)[C@H](C)C1)[CH:35]=[CH2:36].Cl>O1CCCC1>[CH2:36]([N:6]1[C@@H:5]([CH3:8])[CH2:4][N:3]([C@H:9]([C:24]2[CH:25]=[CH:26][C:27]([C:28]([OH:30])=[O:29])=[CH:31][CH:32]=2)[C:10]2[CH:15]=[CH:14][CH:13]=[C:12]([OH:16])[CH:11]=2)[C@H:2]([CH3:1])[CH2:7]1)[CH:35]=[CH2:34] |f:0.1|. Reported procedure: A solution of crude lithium 4-((αR*)-α-((2R*,5S*)-2,5-dimethyl-1-piperazinyl)-3-tert-butyldimethylsiloxybenzyl)benzoate (11.5 g, from 23 mmol of Example 2 by the procedure of Example 6, Method B) in tetrahydrofuran was treated with 6M aqueous hydrochloric acid at room temperature for 18 hours. After dilution with water, the mixture was extracted with diethyl ether and the aqueous layer was adjusted to pH 8 with aqueous sodium hydroxide and extracted with dichloromethane. The aqueous layer was ti... RXN SMILES: [C:1](Cl)(=[O:3])[CH3:2].Cl.[Br:6][C:7]1[CH:8]=[CH:9][C:10]([F:15])=[C:11]([CH:14]=1)[CH2:12][NH2:13].C(N(C(C)C)CC)(C)C>ClCCl.C(OCC)C>[Br:6][C:7]1[CH:8]=[CH:9][C:10]([F:15])=[C:11]([CH:14]=1)[CH2:12][NH:13][C:1](=[O:3])[CH3:2] |f:1.2|. Isolated yield 95.7%. Procedure details: Add acetyl chloride (0.18 mL, 2.49 mmol) to a mixture of 5-bromo-2-fluorobenzylamine hydrochloride (500 mg, 2.08 mmol) in dichloromethane (8 mL) and diisopropylethylamine (0.90 mL, 5.20 mmol) and stir 3 h. Dilute with diethyl ether and separate the layers. Wash the organic layer twice with 1 N hydrochloric acid and once with an aqueous saturated solution of sodium chloride. Dry (sodium sulfate), filter, and concentrate to give the title compound as a white crystalline solid (490 mg, 96%). Run at time 3 hour. The solvent is C(C)OCC (diethyl ether), ClCCl (dichloromethane). Reactants: C(C)(=O)Cl (acetyl chloride), Cl.BrC=1C=CC(=C(CN)C1)F (5-bromo-2-fluorobenzylamine hydrochloride), C(C)(C)N(CC)C(C)C (diisopropylethylamine). The product is BrC=1C=CC(=C(CNC(C)=O)C1)F (N-(5-Bromo-2-fluorobenzyl)acetamide).